This data is from the Open Reaction Database (ORD), a public repository of structured organic reaction records. The task is: describe an organic reaction: reactants, conditions, products, and yield The reactants are Cupric chloride dihydrate, S(=O)=O (sulfur dioxide), ice water, ice, N(=O)[O-].[Na+] (Sodium nitrite), NC=1C=C(C#N)C=CC1OC1=CC(=CC(=C1)C)C (3-Amino-4-(3,5-dimethylphenoxy)benzonitrile), NC=1C=C(C#N)C=CC1OC1=CC(=CC(=C1)C)C (3-Amino-4-(3,5-dimethylphenoxy)benzonitrile), Cl (HCl), S(=O)=O (sulfur dioxide), cupric chloride. Solvent: O (H2O), O (H2O). The product is C(#N)C=1C=CC(=C(C1)S(=O)(=O)Cl)OC1=CC(=CC(=C1)C)C (5-Cyano-2-(3,5-dimethylphenoxy)benzene-1-sulfonyl chloride). Yield: 86.1%. Reaction SMILES: N[C:2]1[CH:3]=[C:4]([CH:7]=[CH:8][C:9]=1[O:10][C:11]1[CH:16]=[C:15]([CH3:17])[CH:14]=[C:13]([CH3:18])[CH:12]=1)[C:5]#[N:6].[ClH:19].N([O-])=O.[Na+].[S:24](=[O:26])=[O:25]>O>[C:5]([C:4]1[CH:7]=[CH:8][C:9]([O:10][C:11]2[CH:16]=[C:15]([CH3:17])[CH:14]=[C:13]([CH3:18])[CH:12]=2)=[C:2]([S:24]([Cl:19])(=[O:26])=[O:25])[CH:3]=1)#[N:6] |f:2.3|. Procedure: Compound 22 (12.00 g, 50.36 mmol) was added to H2O (50.0 mL) and concentrated HCl (100 mL) at room temperature. The reaction mixture was then stirred in an ice bath. Sodium nitrite (10.434 g, 151.1 mmol) in H2O (50 mL) was added to the reaction mixture dropwise at 0° C. The reaction mixture was allowed to stir in the ice bath for an hour. In a separate flask, sulfur dioxide was bubbled through acetic acid (430 mL) for 45 min. Cupric chloride dihydrate (4.305 g, 25.2 mmol) was then added to this ... The reactants are CC=1C(=NC=C(C1)C)CO ((3,5-dimethyl-pyridin-2-yl)-methanol), CCOC(=O)C.CCCCCC (EtOAc hexane). The reagents and catalysts are O=[Mn]=O (MnO2). The solvent is C(Cl)Cl (CH2Cl2). Yields the product CC=1C(=NC=C(C1)C)C=O (3,5-dimethyl-pyridine-2-carbaldehyde). Reaction SMILES: [CH3:1][C:2]1[C:3]([CH2:9][OH:10])=[N:4][CH:5]=[C:6]([CH3:8])[CH:7]=1.CCOC(C)=O.CCCCCC>C(Cl)Cl.O=[Mn]=O>[CH3:1][C:2]1[C:3]([CH:9]=[O:10])=[N:4][CH:5]=[C:6]([CH3:8])[CH:7]=1 |f:1.2|. Procedure details: To a solution of (3,5-dimethyl-pyridin-2-yl)-methanol (2.12 g, 15.45 mmol) (Weidmann, K. et al. J. Med. Chem. 1992, 35, 438-450) in CH2Cl2 (50 mL) was added MnO2 (9.41 g, 108.18 mmol) and the reaction mixture was refluxed overnight. Then it was cooled and the mixture was filtered through a layer of celite. The filtrate was concentrated to afford a brown/yellow oil. Purification by flash column chromatography on silica get using 30% EtOAc/hexane afforded 3,5-dimethyl-pyridine-2-carbaldehyde as a ... Run in CCO (EtOH). Procedure: The title compound was prepared from 1-(4-(2,4-difluoro-benzoyl)piperidin-1-yl)ethanone, hydroxylamine hydrochloride and sodium acetate in refluxing EtOH. Reactants: FC1=C(C(=O)C2CCN(CC2)C(C)=O)C=CC(=C1)F (1-(4-(2,4-difluoro-benzoyl)piperidin-1-yl)ethanone), Cl.NO (hydroxylamine hydrochloride), C(C)(=O)[O-].[Na+] (sodium acetate). Product: FC1=C(C=CC(=C1)F)C(C1CCN(CC1)C(C)=O)=NO (1-(4-((2,4-Difluorophenyl)-hydroxyimino-methyl)piperidin-1-yl)ethanone). As a reaction SMILES: [F:1][C:2]1[CH:18]=[C:17]([F:19])[CH:16]=[CH:15][C:3]=1[C:4]([CH:6]1[CH2:11][CH2:10][N:9]([C:12](=[O:14])[CH3:13])[CH2:8][CH2:7]1)=O.Cl.[NH2:21][OH:22].C([O-])(=O)C.[Na+]>CCO>[F:1][C:2]1[CH:18]=[C:17]([F:19])[CH:16]=[CH:15][C:3]=1[C:4](=[N:21][OH:22])[CH:6]1[CH2:11][CH2:10][N:9]([C:12](=[O:14])[CH3:13])[CH2:8][CH2:7]1 |f:1.2,3.4|. The reactants are C(C)(C)(C)OC(=O)N[C@H](C(=O)O)CC1=CC=C(C=C1)OC1=CC=C(C=C1)OC1=CC=CC=C1 ((2S)-2-[(tert-Butoxycarbonyl)amino]-3-[4-(4-phenoxyphenoxy)phenyl]propanoic Acid), Cl (HCl). The solvent is O1CCOCC1 (dioxane). Conditions: time 3 hour. The product is Cl.N[C@H](C(=O)O)CC1=CC=C(C=C1)OC1=CC=C(C=C1)OC1=CC=CC=C1 ((2S)-2-Amino-3-[4-(4-phenoxyphenoxy)phenyl]propanoic acid hydrochloride). RXN SMILES: C(OC([NH:8][C@@H:9]([CH2:13][C:14]1[CH:19]=[CH:18][C:17]([O:20][C:21]2[CH:26]=[CH:25][C:24]([O:27][C:28]3[CH:33]=[CH:32][CH:31]=[CH:30][CH:29]=3)=[CH:23][CH:22]=2)=[CH:16][CH:15]=1)[C:10]([OH:12])=[O:11])=O)(C)(C)C.[ClH:34]>O1CCOCC1>[ClH:34].[NH2:8][C@@H:9]([CH2:13][C:14]1[CH:15]=[CH:16][C:17]([O:20][C:21]2[CH:26]=[CH:25][C:24]([O:27][C:28]3[CH:33]=[CH:32][CH:31]=[CH:30][CH:29]=3)=[CH:23][CH:22]=2)=[CH:18][CH:19]=1)[C:10]([OH:12])=[O:11] |f:3.4|. Procedure details: To the carboxylic acid from step 2 (65 mg) was added 4.0 M HCl in dioxane (1.0 mL). After 3 h, the dioxane was removed to give 58 mg of product. 1H NMR (400 MHz, DMSO-d6) δ 3.11-3.28 (m, 2H), 4.20 (t, J=6.0 Hz, 1H), 6.94-7.15 (m, 9H), 7.27-7.32 (m, 2H), 7.36-7.42 (m, 2H); LCMS; 99%, ESI−, Calcd: 349.39 m/z. Found 348.5 (M−1) m/z. Starting materials: FC(C1=CC=C(C=C1)/C=C/C=C/[C@@H]1CC[C@H](CC1)SCC1=CC=C(C=C1)Cl)(F)F (4-chlorobenzyl trans-4-[(1E,3E)-4-[4-(trifluoromethyl)phenyl]-1,3-butadienyl]cyclohexyl sulfide), ClC1=CC(=CC=C1)C(=O)OO (m-chloroperbenzoic acid), S(=O)([O-])[O-].[Na+].[Na+] (sodium sulfite), C(C)(=O)OCC (ethyl acetate). Run in C(Cl)Cl (methylene chloride). Conditions: time 5 minute. Product: FC(C1=CC=C(C=C1)/C=C/C=C/[C@@H]1CC[C@H](CC1)S(=O)CC1=CC=C(C=C1)Cl)(F)F (4-chlorobenzyl trans-4-[(1E,3E)-4-[4-(trifluoromethyl)phenyl]-1,3-butadienyl]cyclohexyl sulfoxide). Isolated yield 77.3%. Reaction SMILES: [F:1][C:2]([F:29])([F:28])[C:3]1[CH:8]=[CH:7][C:6](/[CH:9]=[CH:10]/[CH:11]=[CH:12]/[C@H:13]2[CH2:18][CH2:17][C@H:16]([S:19][CH2:20][C:21]3[CH:26]=[CH:25][C:24]([Cl:27])=[CH:23][CH:22]=3)[CH2:15][CH2:14]2)=[CH:5][CH:4]=1.ClC1C=CC=C(C(OO)=[O:38])C=1.S([O-])([O-])=O.[Na+].[Na+].C(OCC)(=O)C>C(Cl)Cl>[F:29][C:2]([F:1])([F:28])[C:3]1[CH:4]=[CH:5][C:6](/[CH:9]=[CH:10]/[CH:11]=[CH:12]/[C@H:13]2[CH2:14][CH2:15][C@H:16]([S:19]([CH2:20][C:21]3[CH:22]=[CH:23][C:24]([Cl:27])=[CH:25][CH:26]=3)=[O:38])[CH2:17][CH2:18]2)=[CH:7][CH:8]=1 |f:2.3.4|. Procedure details: In 20 ml of methylene chloride were dissolved 211 mg (0.48 mmol) of 4-chlorobenzyl trans-4-[(1E,3E)-4-[4-(trifluoromethyl)phenyl]-1,3-butadienyl]cyclohexyl sulfide, and 104 mg (0.48 mmol) of m-chloroperbenzoic acid (purity: 80%) were added to the solution at 0° C. followed by stirring of the resulting mixture for 5 minutes. An aqueous sodium sulfite solution and ethyl acetate were added to the reaction mixture and the organic layer was washed with an aqueous sodium hydrogencarbonate solution and... Starting materials: FC=1C=C2N=C(C(=NC2=CC1)NN)OC (6-fluoro-2-hydrazino-3-methoxyquinoxaline), C(OCC)(OCC)OCC (triethyl orthoformate). Conditions: temperature 100 celsius, time 8 hour. Yields the product FC=1C=C2N=C(C=3N(C2=CC1)C=NN3)OC (7-fluoro-4-methoxy-[1,2,4]triazolo[4,3-a]quinoxaline). Reaction SMILES: [F:1][C:2]1[CH:3]=[C:4]2[C:9](=[CH:10][CH:11]=1)[N:8]=[C:7]([NH:12][NH2:13])[C:6]([O:14][CH3:15])=[N:5]2.[CH:16](OCC)(OCC)OCC>>[F:1][C:2]1[CH:3]=[C:4]2[C:9](=[CH:10][CH:11]=1)[N:8]1[CH:16]=[N:13][N:12]=[C:7]1[C:6]([O:14][CH3:15])=[N:5]2. Procedure: A mixture consisting of 15 g. (0.072 mole) of 6-fluoro-2-hydrazino-3-methoxyquinoxaline and 250 ml. of triethyl orthoformate was heated with mechanical stirring in a preheated oil both at 100° C. overnight (~16 hours). The resulting mixture was then cooled to room temperature, and the precipitate which formed was subsequently recovered by means of suction filtration and washed with ethanol to ultimately afford 11.3 g (72%) of pure 7-fluoro-4-methoxy-[1,2,4]triazolo[4,3-a]quinoxaline, m.p. 245°-2...